Dataset: the Open Reaction Database (ORD), a public repository of structured organic reaction records. Task: describe an organic reaction: reactants, conditions, products, and yield The reactants are C(C)(C)(C)O[C@H](C(=O)OC)C1=C(C2=C(N=C(S2)C=2N=CC3=C(N2)C(=NN3C)C)C=C1C)C1=CC=C(C=C1)Cl ((S)-methyl 2-tert-butoxy-2-(7-(4-chlorophenyl)-2-(1,3-dimethyl-1H-pyrazolo[4,3-d]pyrimidin-5-yl)-5-methylbenzo[d]thiazol-6-yl)acetate), [OH-].[Na+] (sodium hydroxide), C(C)(=O)O (acetic acid), CN(C)C=O (DMF). The solvent is C1CCOC1 (THF), CO (MeOH). Yields the product C(C)(C)(C)O[C@H](C(=O)O)C1=C(C2=C(N=C(S2)C=2N=CC3=C(N2)C(=NN3C)C)C=C1C)C1=CC=C(C=C1)Cl ((S)-2-tert-butoxy-2-(7-(4-chlorophenyl)-2-(1,3-dimethyl-1H-pyrazolo[4,3-d]pyrimidin-5-yl)-5-methylbenzo[d]thiazol-6-yl)acetic acid). RXN SMILES: [C:1]([O:5][C@@H:6]([C:11]1[C:30]([CH3:31])=[CH:29][C:14]2[N:15]=[C:16]([C:18]3[N:19]=[CH:20][C:21]4[N:26]([CH3:27])[N:25]=[C:24]([CH3:28])[C:22]=4[N:23]=3)[S:17][C:13]=2[C:12]=1[C:32]1[CH:37]=[CH:36][C:35]([Cl:38])=[CH:34][CH:33]=1)[C:7]([O:9]C)=[O:8])([CH3:4])([CH3:3])[CH3:2].[OH-].[Na+].C(O)(=O)C.CN(C=O)C>C1COCC1.CO>[C:1]([O:5][C@@H:6]([C:11]1[C:30]([CH3:31])=[CH:29][C:14]2[N:15]=[C:16]([C:18]3[N:19]=[CH:20][C:21]4[N:26]([CH3:27])[N:25]=[C:24]([CH3:28])[C:22]=4[N:23]=3)[S:17][C:13]=2[C:12]=1[C:32]1[CH:37]=[CH:36][C:35]([Cl:38])=[CH:34][CH:33]=1)[C:7]([OH:9])=[O:8])([CH3:4])([CH3:2])[CH3:3] |f:1.2|. Reported procedure: A solution of (S)-methyl 2-tert-butoxy-2-(7-(4-chlorophenyl)-2-(1,3-dimethyl-1H-pyrazolo[4,3-d]pyrimidin-5-yl)-5-methylbenzo[d]thiazol-6-yl)acetate (38 mg, 0.07 mmol) and 5M sodium hydroxide (0.28 mL, 1.4 mmol) in THF (2 mL) and MeOH (0.5 mL) was stirred at 50° C. for 2 h. Reaction mixture was cooled to rt, acetic acid (88 μL) and DMF (0.3 mL) were added and reaction mixture was concentrated to ˜0.3 mL, filtered, purified by Gilson HPLC (Gemini, 5 to 100% ACN/H2O+0.1% TFA) and lyophilized to giv... Reactants: ClC1=C(C(=O)O)C=C(C=C1)S(=O)(=O)N1CC(C(CC1)O)O (2-Chloro-5-(3,4-dihydroxypiperidinosulfonyl)benzoic acid), [OH-].[Na+] (NaOH), S(=O)(=O)(OC)OC (dimethyl sulfate), S(=O)(=O)(OC)OC (Dimethyl sulfate), [OH-].[Na+] (NaOH). Run in O (water). The product is ClC1=C(C(=O)O)C=C(C=C1)S(=O)(=O)N1CC(C(CC1)O)OC (2-Chloro-5-(3-methoxy-4-hydroxypiperidinosulfonyl)benzoic Acid). Reaction SMILES: [Cl:1][C:2]1[CH:10]=[CH:9][C:8]([S:11]([N:14]2[CH2:19][CH2:18][CH:17]([OH:20])[CH:16]([OH:21])[CH2:15]2)(=[O:13])=[O:12])=[CH:7][C:3]=1[C:4]([OH:6])=[O:5].[OH-].[Na+].S(OC)(O[CH3:28])(=O)=O>O>[Cl:1][C:2]1[CH:10]=[CH:9][C:8]([S:11]([N:14]2[CH2:19][CH2:18][CH:17]([OH:20])[CH:16]([O:21][CH3:28])[CH2:15]2)(=[O:12])=[O:13])=[CH:7][C:3]=1[C:4]([OH:6])=[O:5] |f:1.2|. Procedure details: 2-Chloro-5-(3,4-dihydroxypiperidinosulfonyl)benzoic acid (4.0 g.) is heated for 16 hours at 90° C. with water (15 ml.), NaOH (1.0 g.) and dimethyl sulfate (0.5 ml.). Dimethyl sulfate and NaOH are added during the course of the reaction to maintain basicity. After cooling to room temperature, the reaction mixture is washed with ether and the aqueous phase is acidified with concentrated hydrochloric acid and decanted from the precipitated gum. The gum is dissolved in ethyl acetate and chromatograp... Reactants: NC1=NC=C(C=N1)C=O (2-amino-pyrimidine-5-carbaldehyde), COC1=CC=C(C=N1)C=O (6-methoxy-pyridine-3-carbaldehyde), FC(C(=O)O)(F)F (trifluoroacetic acid), C(C)[SiH](CC)CC (triethylsilane). The solvent is C(C)#N (acetonitrile). Conditions: time 8 hour. The product is COC1=CC=C(C=N1)CNC1=NC=C(C=N1)C=O (2-[(6-methoxy-pyridin-3-ylmethyl)-amino]-pyrimidine-5-carbaldehyde). As a reaction SMILES: [NH2:1][C:2]1[N:7]=[CH:6][C:5]([CH:8]=[O:9])=[CH:4][N:3]=1.[CH3:10][O:11][C:12]1[N:17]=[CH:16][C:15]([CH:18]=O)=[CH:14][CH:13]=1.FC(F)(F)C(O)=O.C([SiH](CC)CC)C>C(#N)C>[CH3:10][O:11][C:12]1[N:17]=[CH:16][C:15]([CH2:18][NH:1][C:2]2[N:7]=[CH:6][C:5]([CH:8]=[O:9])=[CH:4][N:3]=2)=[CH:14][CH:13]=1. Procedure: In a round bottom flask, 2-amino-pyrimidine-5-carbaldehyde (70, 0.750 g, 6.09 mmol), 6-methoxy-pyridine-3-carbaldehyde (64, 1.67 g, 12.2 mmol), trifluoroacetic acid (2.5 mL, 32.0 mmol), and triethylsilane (5.00 mL, 31.3 mmol) were combined with 10 mL of acetonitrile. The reaction was stirred at room temperature overnight, then concentrated under vacuum and combined with aqueous potassium carbonate and extracted with ethyl acetate. The organic layer was dried over sodium sulfate, filtered and the... Starting materials: ClC=1C=C(C=CC1)C=1C=C(OC1C1=CC=C(C=C1)F)C(=O)N1CC(NCC1)=O (4-{[4-(3-Chlorophenyl)-5-(4-fluorophenyl)furan-2-yl]carbonyl}piperazin-2-one), ClC=1C=C(C=C(C1)F)C=1C=C(OC1C1=CC(=CC=C1)C#N)C(=O)O (4-(3-Chloro-5-fluorophenyl)-5-(3-cyanophenyl)furan-2-carboxylic acid), N1C[C@@H](CC1)O ((3R)-pyrrolidin-3-ol). Product: ClC=1C=C(C=C(C1)F)C1=C(OC(=C1)C(=O)N1C[C@@H](CC1)O)C=1C=C(C=CC1)C#N (3-[3-(3-Chloro-5-fluorophenyl)-5-{[(3R)-3-hydroxypyrrolidin-1-yl]carbonyl}furan-2-yl]benzenecarbonitrile). Reaction SMILES: ClC1C=C(C2C=[C:10]([C:20]([N:22]3[CH2:27][CH2:26]NC(=O)C3)=O)[O:11]C=2C2C=CC(F)=CC=2)C=CC=1.[Cl:29][C:30]1[CH:31]=[C:32]([C:37]2[CH:38]=[C:39]([C:50](O)=[O:51])[O:40][C:41]=2[C:42]2[CH:47]=[CH:46][CH:45]=[C:44]([C:48]#[N:49])[CH:43]=2)[CH:33]=[C:34]([F:36])[CH:35]=1.N1CC[C@@H](O)C1>>[Cl:29][C:30]1[CH:31]=[C:32]([C:37]2[CH:38]=[C:39]([C:50]([N:22]3[CH2:27][CH2:26][C@@H:10]([OH:11])[CH2:20]3)=[O:51])[O:40][C:41]=2[C:42]2[CH:43]=[C:44]([C:48]#[N:49])[CH:45]=[CH:46][CH:47]=2)[CH:33]=[C:34]([F:36])[CH:35]=1. Procedure details: The preparation of the title compound takes place in analogy to the synthesis of the compound from Example 6 starting with the compound from Example 20A. 1.1 equivalents of (3R)-pyrrolidin-3-ol are used. 51.0 mg (85% of theory) of the title compound are obtained. Reactants: [H-].[Na+] (sodium hydride), COC1=C(CN2C=NC3=CC=C(C=C3C2=O)O)C(=CC=C1)OC (3-(2,6-dimethoxybenzyl)-6-hydroxy-3H-quinazolin-4-one), CN(C=O)C (dimethylformamide), COC1=C(CBr)C=C(C=C1)OC (2,5-dimethoxybenzylbromide). RXN SMILES: [H-].[Na+].[CH3:3][O:4][C:5]1[CH:23]=[CH:22][CH:21]=[C:20]([O:24][CH3:25])[C:6]=1[CH2:7][N:8]1[C:17](=O)[C:16]2[C:11](=[CH:12][CH:13]=[C:14]([OH:19])[CH:15]=2)[N:10]=[CH:9]1.[CH3:26][O:27][C:28]1[CH:35]=[CH:34][C:33]([O:36][CH3:37])=[CH:32][C:29]=1[CH2:30]Br.CN(C)C=[O:41]>>[CH3:3][O:4][C:5]1[CH:23]=[CH:22][CH:21]=[C:20]([O:24][CH3:25])[C:6]=1[CH2:7][N:8]1[CH:17]=[C:16]2[C:11]([CH:12]=[CH:13][C:14]([O:19][CH2:30][C:29]3[CH:32]=[C:33]([O:36][CH3:37])[CH:34]=[CH:35][C:28]=3[O:27][CH3:26])=[CH:15]2)=[N:10][C:9]1=[O:41] |f:0.1|. The product is COC1=C(CN2C(N=C3C=CC(=CC3=C2)OCC2=C(C=CC(=C2)OC)OC)=O)C(=CC=C1)OC (3-(2,6-Dimethoxybenzyl)-6-(2,5-dimethoxybenzyloxy)-3H-quinazolin-one). Procedure: 12 mg of sodium hydride (80% in mineral oil) are added to a solution of 115 mg of 3-(2,6-dimethoxybenzyl)-6-hydroxy-3H-quinazolin-4-one in 10 ml of dry dimethylformamide. After stirring for 30 minutes at room temperature, 85 mg of 2,5-dimethoxybenzylbromide are added, and stirring is continued overnight. The solvent is distilled off in vacuo, and the residue partitioned between aqueous pH7-buffer solution and ethyl acetate. The organic phase is separated, dried over magnesium sulfate and evapora... Run at time 30 minute. The reactants are C(C)(C)(C)OC(=O)N[C@H]1[C@@H](CC2=CC=C(C=C2C1(CC)CC)OC(=O)OC(C)(C)C)SC(C)=O (Thioacetic acid S-(trans-3-tert-butoxycarbonylamino-6-tert-butoxycarbonyloxy-4,4-diethyl-1,2,3,4-tetrahydro-naphthalen-2-yl) ester), C[O-].[Na+] (sodium methoxide). The solvent is CO (MeOH). Conditions: temperature 0 celsius, time 30 minute. The product is C(C)(C)(C)OC(OC1=CC=2C([C@H]([C@@H](CC2C=C1)S)NC(=O)OC(C)(C)C)(CC)CC)=O (Carbonic acid 7-tert-butoxycarbonylamino-8,8-diethyl-trans-6-mercapto-5,6,7,8-tetrahydro-naphthalen-2-yl ester tert-butyl ester). RXN SMILES: [C:1]([O:5][C:6]([NH:8][C@@H:9]1[C:18]([CH2:21][CH3:22])([CH2:19][CH3:20])[C:17]2[C:12](=[CH:13][CH:14]=[C:15]([O:23][C:24]([O:26][C:27]([CH3:30])([CH3:29])[CH3:28])=[O:25])[CH:16]=2)[CH2:11][C@H:10]1[S:31]C(=O)C)=[O:7])([CH3:4])([CH3:3])[CH3:2].C[O-].[Na+]>CO>[C:27]([O:26][C:24](=[O:25])[O:23][C:15]1[CH:14]=[CH:13][C:12]2[CH2:11][C@@H:10]([SH:31])[C@H:9]([NH:8][C:6]([O:5][C:1]([CH3:4])([CH3:3])[CH3:2])=[O:7])[C:18]([CH2:21][CH3:22])([CH2:19][CH3:20])[C:17]=2[CH:16]=1)([CH3:29])([CH3:30])[CH3:28] |f:1.2|. Procedure: Thioacetic acid S-(trans-3-tert-butoxycarbonylamino-6-tert-butoxycarbonyloxy-4,4-diethyl-1,2,3,4-tetrahydro-naphthalen-2-yl) ester (234 mg, 0.47 mmol) in MeOH (5 mL) was added the sodium methoxide (54 μL, 0.95 mmol) and stirred at 0° C. for 30 min. The mixture was quenched with H2O, diluted with Et2O (50 mL), washed with H2O, HCl (10%), H2O, brine, dried over MgSO4. The residu was used without any other purification (151 mg, 71%). 1H NMR (CDCl3): 7.10-6.95 (3H, m, Har), 4.58 (1H, d, J=11.0 Hz, N... The reactants are C(C)(C)(C)OC(=O)N1CCC(CC1)C1=NC2=C(N1)C=CC=C2 (4-(1H-benzoimidazol-2-yl)-piperidine-1-carboxylic acid tert-butyl ester), [OH-].[K+] (potassium hydroxide), CS(=O)(=O)OC(C)OCC (ethoxyethanol methane sulfonate). The solvent is C1(=CC=CC=C1)C (toluene). The product is C(C)(C)(C)OC(=O)N1CCC(CC1)C1=NC2=C(N1CCOCC)C=CC=C2 (4-[1-(2-ethoxyethyl)-1H-benzoimidazol-2-yl]-piperidine-1-carboxylic acid tert-butyl ester). Isolated yield 91.5%. As a reaction SMILES: [C:1]([O:5][C:6]([N:8]1[CH2:13][CH2:12][CH:11]([C:14]2[NH:18][C:17]3[CH:19]=[CH:20][CH:21]=[CH:22][C:16]=3[N:15]=2)[CH2:10][CH2:9]1)=[O:7])([CH3:4])([CH3:3])[CH3:2].[OH-].[K+].CS(O[CH:30]([O:32][CH2:33][CH3:34])[CH3:31])(=O)=O>C1(C)C=CC=CC=1>[C:1]([O:5][C:6]([N:8]1[CH2:13][CH2:12][CH:11]([C:14]2[N:15]([CH2:31][CH2:30][O:32][CH2:33][CH3:34])[C:16]3[CH:22]=[CH:21][CH:20]=[CH:19][C:17]=3[N:18]=2)[CH2:10][CH2:9]1)=[O:7])([CH3:4])([CH3:2])[CH3:3] |f:1.2|. Procedure: In a reaction vessel, 4-(1H-benzoimidazol-2-yl)-piperidine-1-carboxylic acid tert-butyl ester (1.5 g) prepared in the Example 10, toluene (10 mL) and potassium hydroxide (0.8 g) were introduced, and temperature of the mixture was controlled to 50° C. or more. To the mixture, ethoxyethanol methane sulfonate (1.3 g) was added, and then, it was stirred at the same temperature until the reaction was completed. After the reaction was completed, distilled water (10 mL) was added to separate layers, an...